From a dataset of the Open Reaction Database (ORD), a public repository of structured organic reaction records. describe an organic reaction: reactants, conditions, products, and yield Reactants: C1CCOC1, CN1CC=C(c2c[nH]c3ccncc23)CC1, C[Si](C)(C)[N-][Si](C)(C)C, O=C(Cl)c1c(Cl)cccc1Cl, [Na+]. Yields the product CN1CC=C(c2cn(C(=O)c3c(Cl)cccc3Cl)c3ccncc23)CC1. Reaction SMILES: [CH2:38]1[O:39][CH2:40][CH2:41][CH2:42]1.[CH3:1][N:2]1[CH2:3][CH2:4][C:5]([c:8]2[cH:9][nH:10][c:11]3[cH:12][cH:13][n:14][cH:15][c:16]23)=[CH:6][CH2:7]1.[CH3:29][Si:30]([N-:31][Si:32]([CH3:33])([CH3:34])[CH3:35])([CH3:36])[CH3:37].[Cl:17][c:18]1[c:19]([C:20](=[O:21])[Cl:22])[c:23]([Cl:27])[cH:24][cH:25][cH:26]1.[Na+:28]>>[CH3:1][N:2]1[CH2:3][CH2:4][C:5]([c:8]2[cH:9][n:10]([C:20]([c:19]3[c:18]([Cl:17])[cH:26][cH:25][cH:24][c:23]3[Cl:27])=[O:21])[c:11]3[cH:12][cH:13][n:14][cH:15][c:16]23)=[CH:6][CH2:7]1. Reactants: ClC=1C(=CC(=C(C1)S(=O)(=O)N(C=1SC=NN1)CC1=C(C=C(C=C1)OC)OC)F)O[C@@H]1[C@H](CCC1)C1=CC=NN1C (5-chloro-N-(2,4-dimethoxybenzyl)-2-fluoro-4-{[(1S*,2R*)-2-(1-methyl-1H-pyrazol-5-yl)cyclopentyl]oxy}-N-(1,3,4-thiadiazol-2-yl)benzenesulfonamide), C(C)[SiH](CC)CC (triethylsilane), FC(C(=O)O)(F)F (trifluoroacetic acid). Run in ClCCl (dichloromethane). Yields the product ClC=1C(=CC(=C(C1)S(=O)(=O)NC=1SC=NN1)F)O[C@@H]1[C@H](CCC1)C1=CC=NN1C (5-Chloro-2-fluoro-4-{[(1S*,2R*)-2-(1-methyl-1H-pyrazol-5-yl)cyclopentyl]oxy}-N-(1,3,4-thiadiazol-2-yl)benzenesulfonamide). Isolated yield 74.7%. RXN SMILES: [Cl:1][C:2]1[C:3]([O:29][C@H:30]2[CH2:34][CH2:33][CH2:32][C@@H:31]2[C:35]2[N:39]([CH3:40])[N:38]=[CH:37][CH:36]=2)=[CH:4][C:5]([F:28])=[C:6]([S:8]([N:11](CC2C=CC(OC)=CC=2OC)[C:12]2[S:13][CH:14]=[N:15][N:16]=2)(=[O:10])=[O:9])[CH:7]=1.C([SiH](CC)CC)C.FC(F)(F)C(O)=O>ClCCl>[Cl:1][C:2]1[C:3]([O:29][C@H:30]2[CH2:34][CH2:33][CH2:32][C@@H:31]2[C:35]2[N:39]([CH3:40])[N:38]=[CH:37][CH:36]=2)=[CH:4][C:5]([F:28])=[C:6]([S:8]([NH:11][C:12]2[S:13][CH:14]=[N:15][N:16]=2)(=[O:9])=[O:10])[CH:7]=1. Procedure details: The reaction and aftertreatment were conducted in the same manner as in Example 1b by using the 5-chloro-N-(2,4-dimethoxybenzyl)-2-fluoro-4-{[(1S*,2R*)-2-(1-methyl-1H-pyrazol-5-yl)cyclopentyl]oxy}-N-(1,3,4-thiadiazol-2-yl)benzenesulfonamide (0.377 g, 0.620 mmol) prepared in Example 87a, triethylsilane (0.50 mL), trifluoroacetic acid (5.0 mL) and dichloromethane (5.0 mL), to yield the title compound (0.212 g, 75%) as a colorless solid. The reactants are C(C1=CC=CC=C1)OC1=CC(=C(C(=C1)C)N=C=O)C (4-benzyloxy-2,6-dimethylphenyl isocyanate), [OH-].[Na+] (NaOH), C(O)(O)=O.NC(=N)N (guanidine carbonate), [O-]S(=O)(=O)[O-].[Na+].[Na+] (Na2SO4), Cl.CO (HCl methanol). Run in CO (methanol), C1CCOC1 (THF). Conditions: time 1 hour. Yields the product Cl.C(C1=CC=CC=C1)OC1=CC(=C(C(=C1)C)NC(=O)NC(N)=N)C (1-(4-benzyloxy-2,6-dimethylphenyl)-3-amidinourea hydrochloride). RXN SMILES: [OH-].[Na+].C(=O)(O)O.[NH2:7][C:8]([NH2:10])=[NH:9].[O-]S([O-])(=O)=O.[Na+].[Na+].[CH2:18]([O:25][C:26]1[CH:31]=[C:30]([CH3:32])[C:29]([N:33]=[C:34]=[O:35])=[C:28]([CH3:36])[CH:27]=1)[C:19]1[CH:24]=[CH:23][CH:22]=[CH:21][CH:20]=1.[ClH:37].CO>C1COCC1.CO>[ClH:37].[CH2:18]([O:25][C:26]1[CH:27]=[C:28]([CH3:36])[C:29]([NH:33][C:34]([NH:9][C:8](=[NH:10])[NH2:7])=[O:35])=[C:30]([CH3:32])[CH:31]=1)[C:19]1[CH:20]=[CH:21][CH:22]=[CH:23][CH:24]=1 |f:0.1,2.3,4.5.6,8.9,12.13|. Procedure details: A 50% NaOH aqueous solution (8.0 g) is added to a suspension of guanidine carbonate (9.0 g) in 200 ml of THF. The mixture is stirred for one hour, after which 15.0 grams of anhydrous Na2SO4 are added and the mixture stirred an additional hour. A solution of 4-benzyloxy-2,6-dimethylphenyl isocyanate (12.7 g) in 100 ml HTF is added to the mixture over a period of 4 hours. The reaction mixture is allowed to stand overnight, filtered, and the filtrate concentrated under vacuum. The filtrate is parti... Reactants: C1(=CC=CC=C1)C1=NNC(C1)C1=CC=CC=C1 (3,5-diphenyl-2-pyrazoline), N (NH3). The reagents and catalysts are [Ni] (Raney nickel). The solvent is CO (methanol). Product: C1(=CC=CC=C1)C(CC(N)C1=CC=CC=C1)N (1,3-Diphenyl-1,3-propanediamine). As a reaction SMILES: [C:1]1([C:7]2[CH2:11][CH:10]([C:12]3[CH:17]=[CH:16][CH:15]=[CH:14][CH:13]=3)[NH:9][N:8]=2)[CH:6]=[CH:5][CH:4]=[CH:3][CH:2]=1.N>[Ni].CO>[C:1]1([CH:7]([NH2:8])[CH2:11][CH:10]([C:12]2[CH:17]=[CH:16][CH:15]=[CH:14][CH:13]=2)[NH2:9])[CH:2]=[CH:3][CH:4]=[CH:5][CH:6]=1. Procedure details: 111 g (0.5 mol) of 3,5-diphenyl-2-pyrazoline are hydrogenated with 10 g of freshly prepared Raney nickel in 400 ml of methanol saturated with NH3 for 14 hours at 80° C./100 atmospheres. The catalyst is filtered off and the solvent is removed in a rotary evaporator. Distillation under a high vacuum gives 102 g=90% of theory of a colourless oil1/2. As a reaction SMILES: C(NC(C)C)(C)C.C([Li])CCC.[C:13]([O:16][C:17]([CH3:20])([CH3:19])[CH3:18])(=[O:15])[CH3:14].C[O:22][C:23](=O)[CH2:24][CH2:25][CH2:26][CH2:27][CH2:28][CH2:29][C:30]1[CH:39]=[CH:38][C:37]2[CH2:36][CH2:35][CH2:34][NH:33][C:32]=2[N:31]=1.C(=O)([O-])O.[Na+]>O1CCCC1>[C:17]([O:16][C:13](=[O:15])[CH2:14][C:23](=[O:22])[CH2:24][CH2:25][CH2:26][CH2:27][CH2:28][CH2:29][C:30]1[CH:39]=[CH:38][C:37]2[CH2:36][CH2:35][CH2:34][NH:33][C:32]=2[N:31]=1)([CH3:20])([CH3:19])[CH3:18] |f:4.5|. The product is C(C)(C)(C)OC(CC(CCCCCCC1=NC=2NCCCC2C=C1)=O)=O (3-Oxo-9-(5,6,7,8-tetrahydro-[1,8]naphthyridin-2-yl)-nonanoic acid tert-butyl ester). Conditions: temperature -40 celsius, time 5 minute. The solvent is O1CCCC1 (tetrahydrofuran), hexanes, O1CCCC1 (tetrahydrofuran). Procedure details: To a stirred solution of diisopropylamine (5.17 mL, 36.9 mmol) in anhydrous tetrahydrofuran (100 mL) at −78° C. was added a solution of n-butyllithium in hexanes (16.2 mL of a 2.5 M solution). After 5 minutes, t-butyl acetate (4.97 mL, 36.9 mmol) was added. After an additional 5 minutes, 7-(5,6,7,8-tetrahydro-[1,8]naphthyridin-2-yl)-heptanoic acid methyl ester 29-4 (3.4 g, 12.3 mmol) in tetrahydrofuran (30 mL) was added and the solution was warmed to −40° C. for one hour. The reaction mixture wa... The reactants are C(C)(=O)OC(C)(C)C (t-butyl acetate), C(C)(C)NC(C)C (diisopropylamine), C(CCC)[Li] (n-butyllithium), solution, COC(CCCCCCC1=NC=2NCCCC2C=C1)=O (7-(5,6,7,8-Tetrahydro-[1,8]naphthyridin-2-yl)-heptanoic acid methyl ester), C(O)([O-])=O.[Na+] (sodium hydrogen carbonate).